From a dataset of the Open Reaction Database (ORD), a public repository of structured organic reaction records. describe an organic reaction: reactants, conditions, products, and yield Product: CC1CNCC2Cc3ccccc3CN12. The reactants are COc1ccc(CN2CC(C)N3Cc4ccccc4CC3C2)c(OC)c1, CC(Cl)OC(=O)Cl, ClCCCl. RXN SMILES: [CH3:8][O:9][c:10]1[cH:11][c:12]([O:28][CH3:29])[cH:30][cH:31][c:32]1[CH2:33][N:13]1[CH2:14][CH:15]2[N:16]([CH2:17][c:18]3[cH:19][cH:20][cH:21][cH:22][c:23]3[CH2:24]2)[CH:25]([CH3:27])[CH2:26]1.[Cl:1][CH:2]([O:3][C:4]([Cl:5])=[O:6])[CH3:7].[Cl:34][CH2:35][CH2:36][Cl:37]>>[NH:13]1[CH2:14][CH:15]2[N:16]([CH2:17][c:18]3[cH:19][cH:20][cH:21][cH:22][c:23]3[CH2:24]2)[CH:25]([CH3:27])[CH2:26]1. Starting materials: CC(C)(C)[Si](C)(C)Oc1ccc(C2CCC(NCc3ccccc3)CC2)c(O[Si](C)(C)C(C)(C)C)c1, CCO, [Pd]. Yields the product CC(C)(C)[Si](C)(C)Oc1ccc(C2CCC(N)CC2)c(O[Si](C)(C)C(C)(C)C)c1. RXN SMILES: [CH2:1]([c:2]1[cH:3][cH:4][cH:5][cH:6][cH:7]1)[NH:8][CH:9]1[CH2:10][CH2:11][CH:12]([c:15]2[c:16]([O:29][Si:30]([CH3:31])([CH3:32])[C:33]([CH3:34])([CH3:35])[CH3:36])[cH:17][c:18]([O:21][Si:22]([CH3:23])([CH3:24])[C:25]([CH3:26])([CH3:27])[CH3:28])[cH:19][cH:20]2)[CH2:13][CH2:14]1.[CH3:37][CH2:38][OH:39].[Pd:40]>>[NH2:8][CH:9]1[CH2:10][CH2:11][CH:12]([c:15]2[c:16]([O:29][Si:30]([CH3:31])([CH3:32])[C:33]([CH3:34])([CH3:35])[CH3:36])[cH:17][c:18]([O:21][Si:22]([CH3:23])([CH3:24])[C:25]([CH3:26])([CH3:27])[CH3:28])[cH:19][cH:20]2)[CH2:13][CH2:14]1. Reactants: said compound, [Li+].N1=C(C=CC=C1)CC(C(=O)[O-])(C(=O)O)OC1OCCOC1 (3-(pyrid-2-yl)-2-(1,4-dioxan-2-yloxy)-2-carboxy-propanoic acid lithium salt). Run in CO.O (MeOH-H2O), CO (MeOH). The product is [Li+].N1=C(C=CC=C1)CC(C(=O)[O-])(C(=O)O)O (3-(pyrid-2-yl)-2-hydroxy-2-carboxypropanoic acid lithium salt). As a reaction SMILES: [Li+:1].[N:2]1[CH:7]=[CH:6][CH:5]=[CH:4][C:3]=1[CH2:8][C:9]([O:16]C1COCCO1)([C:13]([OH:15])=[O:14])[C:10]([O-:12])=[O:11]>CO.CO.O>[Li+:1].[N:2]1[CH:7]=[CH:6][CH:5]=[CH:4][C:3]=1[CH2:8][C:9]([OH:16])([C:10]([OH:12])=[O:11])[C:13]([O-:15])=[O:14] |f:0.1,3.4,5.6|. Procedure: A solution of 0.69 g of said compound in 12 ml of MeOH is hydrolysed at r.t. with 9.3 ml of the LiOH in MeOH-H2O solution, to give 0.4 g of 3-(pyrid-2-yl)-2-hydroxy-2-carboxypropanoic acid lithium salt, m.p. >300° C., I.R (nujol) 3400, 1640 cm-1HNMR (D2O) δ (TMS): 3.4 S, 7.2-7.35 m, 7.65-7.8 m, 6.3-8.4 m. Yields the product C(C)(C)(C)OC(=O)N1C2C=3C(=C(C=CC3CC1CC2)NC(=O)OC(C)(C)C)OC (4-tert-Butoxycarbonylamino-3-methoxy-12-aza-tricyclo[7.2.1.0*2,7*]dodeca-2(7),3,5-triene-12-carboxylic acid tert-butyl ester), residue. The solvent is O (water). Starting materials: C(C)(C)(C)OC(=O)N1C2C=3C(=C(C=CC3CC1CC2)NC(=O)OC(C)(C)C)O (4-tert-Butoxycarbonylamino-3-hydroxy-12-aza-tricyclo[7.2.1.0*2,7*]dodeca-2(7),3,5-triene-12-carboxylic acid tert-butyl ester), S(=O)(=O)(OC)OC (dimethyl sulfate), C([O-])([O-])=O.[Cs+].[Cs+] (cesium carbonate), O1CCOCC1 (dioxane). Reported procedure: 4-tert-Butoxycarbonylamino-3-hydroxy-12-aza-tricyclo[7.2.1.0*2,7*]dodeca-2(7),3,5-triene-12-carboxylic acid tert-butyl ester (260 mg, 0.67 mmol), dimethyl sulfate (0.13 mL, 1.3 mmol), cesium carbonate (430 mg, 1.3 mmol) and dioxane (3 mL) were stirred together at 90° C. for 20 h. The reaction mixture was then diluted with water (5 mL), extracted with CH2Cl2 (2×5 mL), dried over MgSO4, filtered and concentrated. The resulting residue was purified with silica gel chromatography (0-50% EtOAc in hex... Yield: 74.0%. RXN SMILES: [C:1]([O:5][C:6]([N:8]1[CH:17]2[CH2:18][CH2:19][CH:9]1[C:10]1[C:11]([OH:28])=[C:12]([NH:20][C:21]([O:23][C:24]([CH3:27])([CH3:26])[CH3:25])=[O:22])[CH:13]=[CH:14][C:15]=1[CH2:16]2)=[O:7])([CH3:4])([CH3:3])[CH3:2].S(OC)(O[CH3:33])(=O)=O.C(=O)([O-])[O-].[Cs+].[Cs+].O1CCOCC1>O>[C:1]([O:5][C:6]([N:8]1[CH:17]2[CH2:18][CH2:19][CH:9]1[C:10]1[C:11]([O:28][CH3:33])=[C:12]([NH:20][C:21]([O:23][C:24]([CH3:27])([CH3:26])[CH3:25])=[O:22])[CH:13]=[CH:14][C:15]=1[CH2:16]2)=[O:7])([CH3:4])([CH3:3])[CH3:2] |f:2.3.4|. Reactants: C(CCCCCCCCCCCCC)(=O)OC(C)C (isopropyl myristate), O (water). Run in C(C(C)O)O (propylene glycol). Reaction conditions: temperature 80 celsius, time 10 minute. The product is O.C(CCCCCCCCCCCCC)(=O)OC(C)C (water isopropyl myristate). As a reaction SMILES: [C:1]([O:16][CH:17]([CH3:19])[CH3:18])(=[O:15])[CH2:2][CH2:3][CH2:4][CH2:5][CH2:6][CH2:7][CH2:8][CH2:9][CH2:10][CH2:11][CH2:12][CH2:13][CH3:14].O>C(O)C(O)C>[OH2:15].[C:1]([O:16][CH:17]([CH3:18])[CH3:19])(=[O:15])[CH2:2][CH2:3][CH2:4][CH2:5][CH2:6][CH2:7][CH2:8][CH2:9][CH2:10][CH2:11][CH2:12][CH2:13][CH3:14] |f:3.4|. Procedure: The premix test was carried out as follows. First, into a screw tube, isopropyl myristate (21 g) was added and heated at 80° C. Into the screw tube, a 10 wt % dispersion liquid of G4 in propylene glycol (6.6 g) heated at 80° C. was added and made into a homogeneous solution, and then water (9 g) heated at 70° C. was added. The mixture was stirred with a homogenizer for 10 minutes, thus yielding a water/isopropyl myristate dispersion gel. Procedure: Sodium hydride (60% oil dispersion, 0.24 g) was added to a stirred solution of tert-butyl (S)-3-hydroxypyrrolidine-1-carboxylate (0.935 g) in THF (15 mL) and the mixture was stirred for 5 minutes. 2-Bromo-5-fluorobenzyl bromide (1.608 g) was added and stirring was continued for 20 hours. The resultant suspension was filtered and the filtrate was evaporated to dryness. The residue was purified by chromatography on silica, eluting with a mixture of ethyl acetate and cyclohexane with a gradient of ... The yield is 100.6%. Yields the product BrC1=C(CO[C@@H]2CN(CC2)C(=O)OC(C)(C)C)C=C(C=C1)F (tert-butyl (S)-3-(2-bromo-5-fluorobenzyloxy)-pyrrolidine-1-carboxylate). Reaction conditions: time 5 minute. Reaction SMILES: [H-].[Na+].[OH:3][C@H:4]1[CH2:8][CH2:7][N:6]([C:9]([O:11][C:12]([CH3:15])([CH3:14])[CH3:13])=[O:10])[CH2:5]1.[Br:16][C:17]1[CH:24]=[CH:23][C:22]([F:25])=[CH:21][C:18]=1[CH2:19]Br>C1COCC1>[Br:16][C:17]1[CH:24]=[CH:23][C:22]([F:25])=[CH:21][C:18]=1[CH2:19][O:3][C@H:4]1[CH2:8][CH2:7][N:6]([C:9]([O:11][C:12]([CH3:15])([CH3:14])[CH3:13])=[O:10])[CH2:5]1 |f:0.1|. Solvent: C1CCOC1 (THF). Reactants: [H-].[Na+] (Sodium hydride), O[C@@H]1CN(CC1)C(=O)OC(C)(C)C (tert-butyl (S)-3-hydroxypyrrolidine-1-carboxylate), BrC1=C(CBr)C=C(C=C1)F (2-Bromo-5-fluorobenzyl bromide).